Dataset: the Open Reaction Database (ORD), a public repository of structured organic reaction records. Task: describe an organic reaction: reactants, conditions, products, and yield Reactants: C(C)(C)(C)OC(=O)N1CCC(CC1)(C(=O)OCC)CC1=CC(=NC(=C1)C)Cl (ethyl N-tert-butoxycarbonyl-4-(2-chloro-6-methylpyridin-4-ylmethyl)piperidine-4-carboxylate), [H][H] (hydrogen). Reagents/catalysts: [Pd] (palladium on charcoal). Solvent: CO (methanol). Yields the product C(C)(C)(C)OC(=O)N1CCC(CC1)(C(=O)OCC)CC1=CC(=NC=C1)C (Ethyl N-tert-butoxycarbonyl-4-(2-methylpyridin-4-ylmethyl)piperidine-4-carboxylate). Reaction SMILES: [C:1]([O:5][C:6]([N:8]1[CH2:13][CH2:12][C:11]([CH2:19][C:20]2[CH:25]=[C:24]([CH3:26])[N:23]=[C:22](Cl)[CH:21]=2)([C:14]([O:16][CH2:17][CH3:18])=[O:15])[CH2:10][CH2:9]1)=[O:7])([CH3:4])([CH3:3])[CH3:2].[H][H]>[Pd].CO>[C:1]([O:5][C:6]([N:8]1[CH2:9][CH2:10][C:11]([CH2:19][C:20]2[CH:21]=[CH:22][N:23]=[C:24]([CH3:26])[CH:25]=2)([C:14]([O:16][CH2:17][CH3:18])=[O:15])[CH2:12][CH2:13]1)=[O:7])([CH3:4])([CH3:2])[CH3:3]. Procedure: A mixture of ethyl N-tert-butoxycarbonyl-4-(2-chloro-6-methylpyridin-4-ylmethyl)piperidine-4-carboxylate (0.32 g, 0.81 mmol) and 5% palladium on charcoal (60 mg) in methanol (10 mL) was stirred under a balloon of hydrogen gas at room temp. for 3 h. The resultant mixture was filtered through a plug of Celite. The filtrate was concentrated under vacuum. The residue was subjected to column chromatography on silica gel eluting with 3-5% methanol in chloroform gradient. Collection and concentration o... Starting materials: O=C([O-])[O-], CC(C)(C)[Si](C)(C)OCCCO, [Cs+], [Cs+], O=C1CCNC(=O)N1, CN(C)C=O. Product: CC(C)(C)[Si](C)(C)OCCCN1C(=O)CCNC1=O. Reaction SMILES: [C:21](=[O:22])([O-:23])[O-:24].[C:9]([CH3:10])([CH3:11])([CH3:12])[Si:13]([O:14][CH2:15][CH2:16][CH2:17][OH:18])([CH3:19])[CH3:20].[Cs+:25].[Cs+:26].[O:1]=[C:2]1[CH2:3][CH2:4][NH:5][C:6](=[O:7])[NH:8]1.[O:27]=[CH:28][N:29]([CH3:30])[CH3:31]>>[O:1]=[C:2]1[CH2:3][CH2:4][NH:5][C:6](=[O:7])[N:8]1[CH2:17][CH2:16][CH2:15][O:14][Si:13]([C:9]([CH3:10])([CH3:11])[CH3:12])([CH3:19])[CH3:20]. Starting materials: CC(=O)O, CO, [K+], CCCCNc1nc(N)nc(C)c1Cc1ccc(CC#N)cc1, [OH-], O. The product is CCCCNc1nc(N)nc(C)c1Cc1ccc(CC(=O)O)cc1. Reaction SMILES: [CH3:24][C:25]([OH:26])=[O:27].[CH3:28][OH:29].[K+:31].[NH2:1][c:2]1[n:3][c:4]([CH3:23])[c:5]([CH2:13][c:14]2[cH:15][cH:16][c:17]([CH2:20][C:21]#[N:22])[cH:18][cH:19]2)[c:6]([NH:8][CH2:9][CH2:10][CH2:11][CH3:12])[n:7]1.[OH-:30].[OH2:32]>>[NH2:1][c:2]1[n:3][c:4]([CH3:23])[c:5]([CH2:13][c:14]2[cH:15][cH:16][c:17]([CH2:24][C:25]([OH:26])=[O:27])[cH:18][cH:19]2)[c:6]([NH:8][CH2:9][CH2:10][CH2:11][CH3:12])[n:7]1. RXN SMILES: [C:1]([CH3:2])([CH3:3])([CH3:4])[O:5][C:6](=[O:7])[NH:8][CH2:9][CH2:10][CH2:11][CH2:12][CH2:13][C:14](=[O:15])[OH:16].[CH2:18]([N:19]=[C:20]=[N:21][CH2:22][CH2:23][CH2:24][N:25]([CH3:26])[CH3:27])[CH3:28].[CH3:33][OH:34].[CH3:35][N:36]([CH3:37])[c:38]1[cH:39][cH:40][n:41][cH:42][cH:43]1.[CH:29]([Cl:30])([Cl:31])[Cl:32].[ClH:17]>>[C:1]([CH3:2])([CH3:3])([CH3:4])[O:5][C:6](=[O:7])[NH:8][CH2:9][CH2:10][CH2:11][CH2:12][CH2:13][C:14](=[O:15])[O:16][CH3:18]. The reactants are CC(C)(C)OC(=O)NCCCCCC(=O)O, CCN=C=NCCCN(C)C, CO, CN(C)c1ccncc1, ClC(Cl)Cl, Cl. Yields the product COC(=O)CCCCCNC(=O)OC(C)(C)C. Reactants: C(N)(=O)C(C1=CC=CC=C1)(C1=CC=CC=C1)C1CNCC1 (3-(R,S)-(1-carbamoyl-1,1-diphenylmethyl)pyrrolidine), ClC=1C=C(CCBr)C=CC1Cl (3,4-dichlorophenethyl bromide), C([O-])([O-])=O.[K+].[K+] (potassium carbonate). The solvent is O (water). The product is C(N)(=O)C(C1=CC=CC=C1)(C1=CC=CC=C1)C1CN(CC1)CCC1=CC(=C(C=C1)Cl)Cl (3-(R,S)-(1-carbamoyl-1,1-diphenylmethyl)-1-(3,4-dichlorophenethyl)pyrrolidine). RXN SMILES: [C:1]([C:4]([CH:17]1[CH2:21][CH2:20][NH:19][CH2:18]1)([C:11]1[CH:16]=[CH:15][CH:14]=[CH:13][CH:12]=1)[C:5]1[CH:10]=[CH:9][CH:8]=[CH:7][CH:6]=1)(=[O:3])[NH2:2].[Cl:22][C:23]1[CH:24]=[C:25]([CH:29]=[CH:30][C:31]=1[Cl:32])[CH2:26][CH2:27]Br.C(=O)([O-])[O-].[K+].[K+]>O>[C:1]([C:4]([CH:17]1[CH2:21][CH2:20][N:19]([CH2:27][CH2:26][C:25]2[CH:29]=[CH:30][C:31]([Cl:32])=[C:23]([Cl:22])[CH:24]=2)[CH2:18]1)([C:11]1[CH:12]=[CH:13][CH:14]=[CH:15][CH:16]=1)[C:5]1[CH:10]=[CH:9][CH:8]=[CH:7][CH:6]=1)(=[O:3])[NH2:2] |f:2.3.4|. Procedure: A mixture containing 3-(R,S)-(1-carbamoyl-1,1-diphenylmethyl)pyrrolidine (0.3 g--see Preparation 8), 3,4-dichlorophenethyl bromide (0.27 g--see Preparation 14), anhydrous potassium carbonate (0.4 g) and acetonltrile (10 ml) was heated under reflux for 4 hours. On cooling to room temperature, water (40 ml) was added and the resulting mixture extracted with dichloromethane (3×30 ml). The combined dichloromethane extracts were dried (MgSO4) and concentrated in vacuo to give a foam which was purifie...